Dataset: the Open Reaction Database (ORD), a public repository of structured organic reaction records. Task: describe an organic reaction: reactants, conditions, products, and yield As a reaction SMILES: [CH2:7]1[O:8][CH2:9][CH2:10][CH2:11]1.[CH3:1][CH2:2][CH2:3][CH2:4][O-:5].[Cl:32][c:33]1[c:34]([C:43](=[O:44])[Cl:45])[c:35]([C:39]([F:40])([F:41])[F:42])[n:36][n:37]1[CH3:38].[F:12][c:13]1[c:14](-[c:20]2[n:21][n:22]([CH2:25][C:26](=[O:27])[O:28][CH2:29][CH:30]=[CH2:31])[cH:23][cH:24]2)[c:15]([F:19])[cH:16][cH:17][cH:18]1.[K+:6].[OH2:46]>>[F:12][c:13]1[c:14](-[c:20]2[n:21][n:22]([C:25]([C:26](=[O:27])[O:28][CH2:29][CH:30]=[CH2:31])=[C:43]([c:34]3[c:33]([Cl:32])[n:37]([CH3:38])[n:36][c:35]3[C:39]([F:40])([F:41])[F:42])[OH:44])[cH:23][cH:24]2)[c:15]([F:19])[cH:16][cH:17][cH:18]1. Reactants: C1CCOC1, CCCC[O-], Cn1nc(C(F)(F)F)c(C(=O)Cl)c1Cl, C=CCOC(=O)Cn1ccc(-c2c(F)cccc2F)n1, [K+], O. Product: C=CCOC(=O)C(=C(O)c1c(C(F)(F)F)nn(C)c1Cl)n1ccc(-c2c(F)cccc2F)n1. Reactants: C(C1=CC(=O)NC(=O)N1)(=O)O (orotic acid), ClCC(CC(=O)Cl)=O (γ-chloroacetoacetic acid chloride), ClCC(CC(=O)Cl)=O (γ-chloroacetoacetic acid chloride), C=C1CC(=O)O1 (diketene), ClCl (chlorine), NC(=O)N (urea). The product is ClCC1=CC(NC(N1)=O)=O (6-chloromethyluracil). Reaction SMILES: [C:1](O)(=O)[C:2]1[NH:9][C:7](=[O:8])[NH:6][C:4](=[O:5])[CH:3]=1.C=C1OC(=O)C1.ClCl.[Cl:20]CC(=O)CC(Cl)=O.NC(N)=O>>[Cl:20][CH2:1][C:2]1[NH:9][C:7](=[O:8])[NH:6][C:4](=[O:5])[CH:3]=1. Procedure: German OS No. 2,025,247 teaches that orotic acid can be prepared by converting, in a first stage, diketene and chlorine to γ-chloroacetoacetic acid chloride, in a second stage, reacting the γ-chloroacetoacetic acid chloride with urea to form 6-chloromethyluracil, separating the 6-chloromethyluracil and oxidizing the 6-chloromethyluracil with hydrogen peroxide to orotic acid. Starting materials: Cn1ncc2c1CCCc1c(O)nc(N)nc1-2, Cc1ccc(S(=O)(=O)Cl)cc1. The product is Cc1ccc(S(=O)(=O)Oc2nc(N)nc3c2CCCc2c-3cnn2C)cc1. As a reaction SMILES: [NH2:1][c:2]1[n:3][c:4]([OH:17])[c:5]2[c:6]([n:7]1)-[c:8]1[c:9]([n:13]([CH3:16])[n:14][cH:15]1)[CH2:10][CH2:11][CH2:12]2.[c:18]1([CH3:28])[cH:19][cH:20][c:21]([S:24](=[O:25])(=[O:26])[Cl:27])[cH:22][cH:23]1>>[NH2:1][c:2]1[n:3][c:4]([O:17][S:24]([c:21]2[cH:20][cH:19][c:18]([CH3:28])[cH:23][cH:22]2)(=[O:25])=[O:26])[c:5]2[c:6]([n:7]1)-[c:8]1[c:9]([n:13]([CH3:16])[n:14][cH:15]1)[CH2:10][CH2:11][CH2:12]2. The reactants are CN(C)C(C1CCC(CC1)C=O)C1=CC(=CC=C1)F (4-[Dimethylamino-(3-fluorophenyl)-methyl]-cyclohexane-carbaldehyde), Cl.NO (hydroxylamine hydrochloride). Run in C(C)O (ethanol). Reaction conditions: time 3.5 hour. Yields the product CN(C)C(C1CCC(CC1)C=NO)C1=CC(=CC=C1)F (4-[Dimethylamino-(3-fluorophenyl)-methyl]-cyclohexane-carbaldehyde oxime). RXN SMILES: [CH3:1][N:2]([CH:4]([C:13]1[CH:18]=[CH:17][CH:16]=[C:15]([F:19])[CH:14]=1)[CH:5]1[CH2:10][CH2:9][CH:8]([CH:11]=O)[CH2:7][CH2:6]1)[CH3:3].Cl.[NH2:21][OH:22]>C(O)C>[CH3:1][N:2]([CH:4]([C:13]1[CH:18]=[CH:17][CH:16]=[C:15]([F:19])[CH:14]=1)[CH:5]1[CH2:10][CH2:9][CH:8]([CH:11]=[N:21][OH:22])[CH2:7][CH2:6]1)[CH3:3] |f:1.2|. Procedure: The carbaldehyde 34 (6.32 g, 24 mmol) and hydroxylamine hydrochloride (2.5 g, 36 mmol) were dissolved in abs. ethanol (90 ml); basic ion exchanger Amberlyst A21 (17 g) was added and stirring was carried out for 3.5 h at RT. The ion exchanger was filtered off and washed with ethanol (2×50 ml). The solution was concentrated and the residue was adjusted to pH 11 with 5N NaOH. The aqueous phase was extracted with ethyl acetate (3×50 ml) and the organic phase was dried over sodium sulfate and concent... Starting materials: C1CCC2=NCCCN2CC1, O=C(Nc1cccc2cnccc12)C(Cl)(Cl)Cl, NCc1ccc(C(F)(F)F)cc1. Product: O=C(NCc1ccc(C(F)(F)F)cc1)Nc1cccc2cnccc12. RXN SMILES: [CH2:13]1[CH2:14][CH2:15][C:16]2=[N:21][CH2:20][CH2:19][CH2:18][N:17]2[CH2:22][CH2:23]1.[Cl:24][C:25]([C:26](=[O:27])[NH:28][c:29]1[c:30]2[cH:31][cH:32][n:33][cH:34][c:35]2[cH:36][cH:37][cH:38]1)([Cl:39])[Cl:40].[F:1][C:2]([c:3]1[cH:4][cH:5][c:6]([CH2:7][NH2:8])[cH:9][cH:10]1)([F:11])[F:12]>>[F:1][C:2]([c:3]1[cH:4][cH:5][c:6]([CH2:7][NH:8][C:26](=[O:27])[NH:28][c:29]2[c:30]3[cH:31][cH:32][n:33][cH:34][c:35]3[cH:36][cH:37][cH:38]2)[cH:9][cH:10]1)([F:11])[F:12].